This data is from the Open Reaction Database (ORD), a public repository of structured organic reaction records. The task is: describe an organic reaction: reactants, conditions, products, and yield Starting materials: NC=1C=C2C(=NC=NC2=CC1)NC1=CC(=CC=C1)Cl (6-amino-4-(3'-chloroanilino)quinazoline), COCC(=O)Cl (2-methoxyacetyl chloride). Yields the product COCC(=O)NC=1C=C2C(=NC=NC2=CC1)NC1=CC(=CC=C1)Cl (6-(2-methoxyacetamido)-4-(3'-chloroanilino)quinazoline). Isolated yield 41.0%. As a reaction SMILES: [NH2:1][C:2]1[CH:3]=[C:4]2[C:9](=[CH:10][CH:11]=1)[N:8]=[CH:7][N:6]=[C:5]2[NH:12][C:13]1[CH:18]=[CH:17][CH:16]=[C:15]([Cl:19])[CH:14]=1.[CH3:20][O:21][CH2:22][C:23](Cl)=[O:24]>>[CH3:20][O:21][CH2:22][C:23]([NH:1][C:2]1[CH:3]=[C:4]2[C:9](=[CH:10][CH:11]=1)[N:8]=[CH:7][N:6]=[C:5]2[NH:12][C:13]1[CH:18]=[CH:17][CH:16]=[C:15]([Cl:19])[CH:14]=1)=[O:24]. Procedure details: Using an analogous procedure to that described in Example 13 except that the reaction mixture was stirred at ambient temperature rather than being heated to 100° C., 6-amino-4-(3'-chloroanilino)quinazoline was reacted with 2-methoxyacetyl chloride to give 6-(2-methoxyacetamido)-4-(3'-chloroanilino)quinazoline in 41% yield, m.p. 177°-180° C. Reactants: CCOC(=O)C1(NC(=O)c2cccnc2N(C)C(C)C)Cc2ccccc2C1, C1COCCO1, CO, O. The product is CC(C)N(C)c1ncccc1C(=O)NC1(C(=O)O)Cc2ccccc2C1. RXN SMILES: [CH2:1]([CH3:2])[O:3][C:4](=[O:5])[C:6]1([NH:15][C:16](=[O:17])[c:18]2[c:19]([N:24]([CH3:25])[CH:26]([CH3:27])[CH3:28])[n:20][cH:21][cH:22][cH:23]2)[CH2:7][c:8]2[cH:9][cH:10][cH:11][cH:12][c:13]2[CH2:14]1.[CH2:29]1[O:30][CH2:31][CH2:32][O:33][CH2:34]1.[CH3:35][OH:36].[OH2:37]>>[O:3]=[C:4]([OH:5])[C:6]1([NH:15][C:16](=[O:17])[c:18]2[c:19]([N:24]([CH3:25])[CH:26]([CH3:27])[CH3:28])[n:20][cH:21][cH:22][cH:23]2)[CH2:7][c:8]2[cH:9][cH:10][cH:11][cH:12][c:13]2[CH2:14]1. Reactants: S(=O)([O-])[O-].[Na+].[Na+] (sodium sulfite), COC(CCCCCCCCCCCCCCCBr)=O (16-bromo-hexadecanoic acid methyl ester), S(O)(O)(=O)=O (sulfuric acid), S(=O)=O (sulfur dioxide), [OH-].[Na+] (sodium hydroxide). Run in O (water), C(CC)O (1-propanol), CO (methanol), O (water), O1CCCC1 (tetrahydrofuran). Run at temperature 27 celsius, time 5 hour. The product is S(=O)(=O)(O)CCCCCCCCCCCCCCCC(=O)O (16-sulfo-hexadecanoic acid). As a reaction SMILES: [S:1]([O-:4])([O-:3])=[O:2].[Na+].[Na+].C[O:8][C:9](=[O:26])[CH2:10][CH2:11][CH2:12][CH2:13][CH2:14][CH2:15][CH2:16][CH2:17][CH2:18][CH2:19][CH2:20][CH2:21][CH2:22][CH2:23][CH2:24]Br.[OH-].[Na+].S(=O)(=O)(O)O.S(=O)=O>O.C(O)CC.O1CCCC1.CO>[S:1]([CH2:24][CH2:23][CH2:22][CH2:21][CH2:20][CH2:19][CH2:18][CH2:17][CH2:16][CH2:15][CH2:14][CH2:13][CH2:12][CH2:11][CH2:10][C:9]([OH:26])=[O:8])([OH:4])(=[O:3])=[O:2] |f:0.1.2,4.5|. Procedure: Solutions of sodium sulfite (327 g, 2.60 mol) in water (1.26 L) and 16-bromo-hexadecanoic acid methyl ester (728 g, 2.00 mol, 96% purity) in 1-propanol (945 mL) and methanol (420 mL) were heated to reflux in 6 L reactor equipped with mechanical stirrer for 48 hours. The reaction mixture was cooled to 27° C. and diluted with tetrahydrofuran (2 L). Reaction mixture was filtered and solid material was washed with tetrahydrofuran (3×700 mL). Filtrate was cooled to 0° C. and another portion of materi... RXN SMILES: [OH:1][CH:2]1[CH:9]2[CH2:10][C:5]3([C:12]([OH:14])=O)[CH2:6][CH:7]([CH2:11][CH:3]1[CH2:4]3)[CH2:8]2.C(N1C=CN=C1)(N1C=CN=C1)=O.[C:27]([OH:32])(=[O:31])[C:28]([OH:30])=[O:29].C(O)(=O)C(O)=O.[NH2:39][CH:40]1[CH2:45][CH2:44][N:43]([CH2:46][CH2:47][NH:48][C:49]([C:51]2[C:59]3[C:54](=[CH:55][CH:56]=[CH:57][CH:58]=3)[N:53]([CH:60]([CH3:62])[CH3:61])[N:52]=2)=[O:50])[CH2:42][CH2:41]1>CN(C)C=O>[C:27]([OH:32])(=[O:31])[C:28]([OH:30])=[O:29].[OH:1][CH:2]1[CH:9]2[CH2:10][C:5]3([C:12]([NH:39][CH:40]4[CH2:41][CH2:42][N:43]([CH2:46][CH2:47][NH:48][C:49]([C:51]5[C:59]6[C:54](=[CH:55][CH:56]=[CH:57][CH:58]=6)[N:53]([CH:60]([CH3:62])[CH3:61])[N:52]=5)=[O:50])[CH2:44][CH2:45]4)=[O:14])[CH2:6][CH:7]([CH2:11][CH:3]1[CH2:4]3)[CH2:8]2 |f:2.3.4,6.7|. Procedure details: A mixture of 0.50 g (2.55 mmol) of 4-hydroxy-1-adamantylcarboxylic acid and 0.44 g (2.71 mmol) of 1,1'-carbonyldiimidazole in 10 mL of dimethylformamide was stirred for 2 hours at ambient temperature. To this solution was dropwise added 0.90 g (2.75 mmol) of the product of Example 23 in 7 mL of dimethylformamide. The reaction was stirred for 18 hours and then concentrated in vacuo, diluted with dichloromethane and solids removed by filtration. The crude product was purified by chromatography (si... Run at time 2 hour. The solvent is CN(C=O)C (dimethylformamide), CN(C=O)C (dimethylformamide). Yield: 46.6%. Product: C(C(=O)O)(=O)O.OC1C2CC3(CC(CC1C3)C2)C(=O)NC2CCN(CC2)CCNC(=O)C2=NN(C3=CC=CC=C23)C(C)C (N-[2-(4-(4-hydroxy-1-adamantylcarbonylamino)-1-piperidinyl)ethyl]-1-(2-propyl)-1H-indazole-3-carboxamide oxalate). Reactants: OC1C2CC3(CC(CC1C3)C2)C(=O)O (4-hydroxy-1-adamantylcarboxylic acid), C(=O)(N1C=NC=C1)N1C=NC=C1 (1,1'-carbonyldiimidazole), C(C(=O)O)(=O)O.C(C(=O)O)(=O)O.NC1CCN(CC1)CCNC(=O)C1=NN(C2=CC=CC=C12)C(C)C (N-[2-(4-amino-1-piperidinyl)ethyl]-1-(2-propyl)-1H-indazole-3-carboxamide dioxalate). Reactants: CNC(=O)OC1C2=CC=CC=C2OC=2C=CC=CC12 (9-(N-Methylcarbamoyloxy)xanthene), C(C=C)O (allyl alcohol). Product: C1=CC=CC=2OC3=CC=CC=C3C(C12)OCC=C (allyl 9-xanthenyl ether). Reaction SMILES: CN[C:3]([O:5][CH:6]1[C:19]2[CH:18]=[CH:17][CH:16]=[CH:15][C:14]=2[O:13][C:12]2[C:7]1=[CH:8][CH:9]=[CH:10][CH:11]=2)=O.[CH2:20](O)[CH:21]=C>>[CH:18]1[C:19]2[CH:6]([O:5][CH2:3][CH:20]=[CH2:21])[C:7]3[C:12](=[CH:11][CH:10]=[CH:9][CH:8]=3)[O:13][C:14]=2[CH:15]=[CH:16][CH:17]=1. Procedure details: 9-(N-Methylcarbamoyloxy)xanthene (27.0 g., 0.016 moles) was stirred with 150 ml. of allyl alcohol for 1.5 hours at room temperature, and the mixture was then filtered. The filtrate was evaporated in vacuo, and the residue was dissolved in 200 ml. of ice-cold ether and washed twice each with 100 ml. portions of ice-cold 10% aqueous acetic acid, water and 5% aqueous sodium bicarbonate solution. After drying over potassium carbonate, the solvent was removed in vacuo, and the resulting oil was disti... Reactants: NC1=NC(=NC(=C1)N)S (4,6-diamino-2-mercaptopyrimidine), OO (hydrogen peroxide), [OH-].[Na+] (NaOH), C(C)(=O)O (acetic acid). Conditions: time 30 minute. Product: NC1=NC(=NC(=C1)N)S(=O)O (4,6 diaminopyrimidine-2-sulphinic acid), off-white amorphous acid. Isolated yield 95.0%. Reaction SMILES: [NH2:1][C:2]1[CH:7]=[C:6]([NH2:8])[N:5]=[C:4]([SH:9])[N:3]=1.OO.C(O)(=[O:14])C.[OH-:16].[Na+]>>[NH2:1][C:2]1[CH:7]=[C:6]([NH2:8])[N:5]=[C:4]([S:9]([OH:14])=[O:16])[N:3]=1 |f:3.4|. Procedure: To a solution of 50 g of 4,6-diamino-2-mercaptopyrimidine (Aldrich, Milwaukee, Wis., USA) in 2N NaOH (220 mL) was added 750 mL of a 3% hydrogen peroxide solution. The solution was maintained at a temperature less than 20° C. Stirring was continued for a further 30 minutes and the clear pale yellow solution was acidified with acetic acid (ca. 50 mL). The precipitate was washed with H2O and air dried, to give 33 as 58 g (95% yield) of an off-white amorphous acid (m.p. 168°-170° C. decomp.). For an... Starting materials: N1(CCC(=CC1)C(=O)OCC)C(=O)OC(C)Cl (1-(1-Chloroethyl) 4-ethyl 3,6-dihydro-1,4(2H)-pyridinedicarboxylate). The solvent is CO (methanol). Product: N1CCC(=CC1)C(=O)OCC (ethyl 1,2,3,6-tetrahydro-4-pyridinecarboxylate). RXN SMILES: [N:1]1(C(OC(Cl)C)=O)[CH2:6][CH:5]=[C:4]([C:7]([O:9][CH2:10][CH3:11])=[O:8])[CH2:3][CH2:2]1>CO>[NH:1]1[CH2:2][CH:3]=[C:4]([C:7]([O:9][CH2:10][CH3:11])=[O:8])[CH2:5][CH2:6]1. Reported procedure: 1-(1-Chloroethyl) 4-ethyl 3,6-dihydro-1,4(2H)-pyridinedicarboxylate (61.8 g, 236 mmol) in methanol (500 mL) was heated at reflux for 30 minutes. The mixture was allowed to cool to room temperature and concentrated to provide the title compound. 1H NMR (300 MHz, CDCl3) δ 6.86 (m, 1H), 4.22 (q, 2H), 3.85 (m, 2H), 3.34 (m, 2H), 2.75 (m, 2H), 1.30 (t, 3H).